From a dataset of the Open Reaction Database (ORD), a public repository of structured organic reaction records. describe an organic reaction: reactants, conditions, products, and yield Reactants: CC1CO1, ClCCl, Cl, O=C1NC(=O)c2ccccc21, c1ccc2ncccc2c1. The product is O=C1c2ccccc2C(=O)N1Cl. RXN SMILES: [CH2:12]1[O:13][CH:14]1[CH3:15].[CH2:27]([Cl:28])[Cl:29].[Cl:26].[O:1]=[C:2]1[NH:3][C:4](=[O:5])[c:6]2[cH:7][cH:8][cH:9][cH:10][c:11]21.[cH:16]1[cH:17][c:18]2[c:19]([n:20][cH:21][cH:22][cH:23]2)[cH:24][cH:25]1>>[O:1]=[C:2]1[N:3]([Cl:28])[C:4](=[O:5])[c:6]2[cH:7][cH:8][cH:9][cH:10][c:11]21. Starting materials: ClC1=CC=C(C=C1)S(=O)(=O)NC(CC1=CC=CC=C1)C1=CC=C(C=C1)CCCC(=O)OC (methyl 4-[4-[1-(4-chlorophenylsulfonylamino)-2-phenylethyl]phenyl]butyrate). Solvent: CO (methanol), [OH-].[Na+] (sodium hydroxide). Run at time 2 hour. Yields the product ClC1=CC=C(C=C1)S(=O)(=O)NC(CC1=CC=CC=C1)C1=CC=C(C=C1)CCCC(=O)O (4-[4-[1-(4-Chlorophenylsulfonylamino)-2-phenylethyl]phenyl]butyric Acid). The yield is 96.4%. RXN SMILES: [Cl:1][C:2]1[CH:7]=[CH:6][C:5]([S:8]([NH:11][CH:12]([C:20]2[CH:25]=[CH:24][C:23]([CH2:26][CH2:27][CH2:28][C:29]([O:31]C)=[O:30])=[CH:22][CH:21]=2)[CH2:13][C:14]2[CH:19]=[CH:18][CH:17]=[CH:16][CH:15]=2)(=[O:10])=[O:9])=[CH:4][CH:3]=1>CO.[OH-].[Na+]>[Cl:1][C:2]1[CH:3]=[CH:4][C:5]([S:8]([NH:11][CH:12]([C:20]2[CH:21]=[CH:22][C:23]([CH2:26][CH2:27][CH2:28][C:29]([OH:31])=[O:30])=[CH:24][CH:25]=2)[CH2:13][C:14]2[CH:19]=[CH:18][CH:17]=[CH:16][CH:15]=2)(=[O:9])=[O:10])=[CH:6][CH:7]=1 |f:2.3|. Reported procedure: To a suspension of 2.00 g of methyl 4-[4-[1-(4-chlorophenylsulfonylamino)-2-phenylethyl]phenyl]butyrate in 17 ml of methanol, 7.7 ml of 2N aqueous sodium hydroxide was added and stirring was continued at room temperature for 2 hours. The solvent was removed under reduced pressure. The residue was added with water, acidified with dilute hydrochloric acid, and then extracted with methylene chloride. After the methylene chloride layer was washed with water and dried, the solvent was removed under r... Starting materials: BrC=1C=C2C(=NC1)N(C(=N2)C2=C(C=CC=C2)SCC)C (6-bromo-2-(2-ethylsulfanylphenyl)-3-methyl-3H-imidazo[4,5-b]pyridine), C(Cl)(Cl)Cl (chloroform), ClC1=CC(=CC=C1)C(=O)OO (3-chloroperbenzoic acid), C(Cl)(Cl)Cl (Chloroform), S(=S)(=O)([O-])[O-].[Na+].[Na+] (sodium thiosulfate). Run in O (water). Reaction conditions: time 3.5 hour. Yields the product BrC=1C=C2C(=NC1)N(C(=N2)C2=C(C=CC=C2)S(=O)(=O)CC)C (6-bromo-2-(2-ethylsulfonylphenyl)-3-methyl-3H-imidazo[4,5-b]pyridine). Reaction SMILES: [Br:1][C:2]1[CH:3]=[C:4]2[N:10]=[C:9]([C:11]3[CH:16]=[CH:15][CH:14]=[CH:13][C:12]=3SCC)[N:8]([CH3:20])[C:5]2=[N:6][CH:7]=1.C(Cl)(Cl)Cl.Cl[C:26]1C=CC=C(C(OO)=O)[CH:27]=1.[S:36]([O-:40])([O-])(=[O:38])=S.[Na+].[Na+]>O>[Br:1][C:2]1[CH:3]=[C:4]2[N:10]=[C:9]([C:11]3[CH:16]=[CH:15][CH:14]=[CH:13][C:12]=3[S:36]([CH2:26][CH3:27])(=[O:40])=[O:38])[N:8]([CH3:20])[C:5]2=[N:6][CH:7]=1 |f:3.4.5|. Procedure details: To a mixture of 6-bromo-2-(2-ethylsulfanylphenyl)-3-methyl-3H-imidazo[4,5-b]pyridine (0.20 g) and chloroform (3 ml), 3-chloroperbenzoic acid (purity: not less than 65%) (0.34 g) was added under ice-cooling, and then heated to room temperature, and stirred for 3.5 hours. Chloroform and saturated aqueous sodium thiosulfate solution were poured thereinto under ice-cooling, and stirred, and then, water was poured, and extracted with ethyl acetate. The organic layer was washed with saturated aqueous ...